Dataset: the Open Reaction Database (ORD), a public repository of structured organic reaction records. Task: describe an organic reaction: reactants, conditions, products, and yield Starting materials: O=C(O)c1ccc(Br)c(F)c1, CN(C)C=O, COc1ccc(CN(Cc2ccc(OC)cc2)c2ncc(-c3nc(N4CCOCC4)nc4c3CCN4)cn2)cc1, Cl, [K+], [K+], [K+], O=C(C=Cc1ccccc1)C=Cc1ccccc1, O=C(C=Cc1ccccc1)C=Cc1ccccc1, O=C(C=Cc1ccccc1)C=Cc1ccccc1, O, O=P([O-])([O-])[O-], [Pd], [Pd]. Yields the product COc1ccc(CN(Cc2ccc(OC)cc2)c2ncc(-c3nc(N4CCOCC4)nc4c3CCN4c3ccc(C(=O)O)cc3F)cn2)cc1. Reaction SMILES: [Br:41][c:42]1[c:43]([F:51])[cH:44][c:45]([C:46](=[O:47])[OH:48])[cH:49][cH:50]1.[CH3:118][N:119]([CH3:120])[CH:121]=[O:122].[CH3:1][O:2][c:3]1[cH:4][cH:5][c:6]([CH2:7][N:8]([c:9]2[n:10][cH:11][c:12](-[c:15]3[c:16]4[c:17]([n:18][c:19]([N:21]5[CH2:22][CH2:23][O:24][CH2:25][CH2:26]5)[n:20]3)[NH:27][CH2:28][CH2:29]4)[cH:13][n:14]2)[CH2:30][c:31]2[cH:32][cH:33][c:34]([O:37][CH3:38])[cH:35][cH:36]2)[cH:39][cH:40]1.[ClH:60].[K+:57].[K+:58].[K+:59].[O:63]=[C:64]([CH:65]=[CH:66][c:67]1[cH:68][cH:69][cH:70][cH:71][cH:72]1)[CH:73]=[CH:74][c:75]1[cH:76][cH:77][cH:78][cH:79][cH:80]1.[O:81]=[C:82]([CH:83]=[CH:84][c:85]1[cH:86][cH:87][cH:88][cH:89][cH:90]1)[CH:91]=[CH:92][c:93]1[cH:94][cH:95][cH:96][cH:97][cH:98]1.[O:99]=[C:100]([CH:101]=[CH:102][c:103]1[cH:104][cH:105][cH:106][cH:107][cH:108]1)[CH:109]=[CH:110][c:111]1[cH:112][cH:113][cH:114][cH:115][cH:116]1.[OH2:117].[P:52]([O-:53])([O-:54])([O-:55])=[O:56].[Pd:61].[Pd:62]>>[CH3:1][O:2][c:3]1[cH:4][cH:5][c:6]([CH2:7][N:8]([c:9]2[n:10][cH:11][c:12](-[c:15]3[c:16]4[c:17]([n:18][c:19]([N:21]5[CH2:22][CH2:23][O:24][CH2:25][CH2:26]5)[n:20]3)[N:27]([c:42]3[c:43]([F:51])[cH:44][c:45]([C:46](=[O:47])[OH:48])[cH:49][cH:50]3)[CH2:28][CH2:29]4)[cH:13][n:14]2)[CH2:30][c:31]2[cH:32][cH:33][c:34]([O:37][CH3:38])[cH:35][cH:36]2)[cH:39][cH:40]1. The reactants are O=C(Cl)c1ccccc1, CC(C)=O, [Cl-], [Na+], [Na], O=C1C(=NO)c2ccccc2-c2ccccc21. Product: O=C(ON=C1C(=O)c2ccccc2-c2ccccc21)c1ccccc1. RXN SMILES: [C:19]([c:20]1[cH:21][cH:22][cH:23][cH:24][cH:25]1)(=[O:26])[Cl:27].[CH3:30][C:31](=[O:32])[CH3:33].[Cl-:29].[Na+:28].[Na:1].[cH:2]1[cH:3][cH:4][cH:5][c:6]2[c:15]1[C:14](=[O:16])[C:13](=[N:17][OH:18])[c:12]1[c:7]-2[cH:8][cH:9][cH:10][cH:11]1>>[cH:2]1[cH:3][cH:4][cH:5][c:6]2[c:15]1[C:14](=[O:16])[C:13](=[N:17][O:18][C:19]([c:20]1[cH:21][cH:22][cH:23][cH:24][cH:25]1)=[O:26])[c:12]1[c:7]-2[cH:8][cH:9][cH:10][cH:11]1. The reactants are BrCc1ccccc1, CN(C)C=O, [I-], [K+], [Na+], [Na+], O=C([O-])[O-], O=C(O)CN1CCN(CC(=O)O)CC(CO)N(CC(=O)O)Cc2cccc(n2)C1. Product: O=C(O)CN1CCN(CC(=O)O)CC(COCc2ccccc2)N(CC(=O)O)Cc2cccc(n2)C1. RXN SMILES: [Br:32][CH2:33][c:34]1[cH:35][cH:36][cH:37][cH:38][cH:39]1.[CH3:46][N:47]([CH3:48])[CH:49]=[O:50].[I-:31].[K+:30].[Na+:40].[Na+:41].[O-:42][C:43](=[O:44])[O-:45].[OH:1][CH2:2][CH:3]1[N:4]([CH2:26][C:27](=[O:28])[OH:29])[CH2:5][c:6]2[cH:7][cH:8][cH:9][c:10]([n:25]2)[CH2:11][N:12]([CH2:21][C:22](=[O:23])[OH:24])[CH2:13][CH2:14][N:15]([CH2:17][C:18](=[O:19])[OH:20])[CH2:16]1>>[O:1]([CH2:2][CH:3]1[N:4]([CH2:26][C:27](=[O:28])[OH:29])[CH2:5][c:6]2[cH:7][cH:8][cH:9][c:10]([n:25]2)[CH2:11][N:12]([CH2:21][C:22](=[O:23])[OH:24])[CH2:13][CH2:14][N:15]([CH2:17][C:18](=[O:19])[OH:20])[CH2:16]1)[CH2:33][c:34]1[cH:35][cH:36][cH:37][cH:38][cH:39]1. Reactants: BrC1=CC(=C(C=C1)C(=O)N1CCN(CC1)C1=C(C=C(C=C1)C)C)S(=O)(=O)C ((4-bromo-2-methanesulfonylphenyl)[4-(2,4-dimethylphenyl)piperazin-1-yl]methanone), C(C)(C)[C@H]1NC(OC1)=O ((R)-4-isopropyloxazolidin-2-one). Yields the product CC1=C(C=CC(=C1)C)N1CCN(CC1)C(=O)C1=C(C=C(C=C1)N1C(OC[C@H]1C(C)C)=O)S(=O)(=O)C ((R)-3-{4-[4-(2,4-dimethylphenyl)piperazine-1-carbonyl]-3-methanesulfonylphenyl}-4-isopropyloxazolidin-2-one). The yield is 48.8%. Reaction SMILES: Br[C:2]1[CH:7]=[CH:6][C:5]([C:8]([N:10]2[CH2:15][CH2:14][N:13]([C:16]3[CH:21]=[CH:20][C:19]([CH3:22])=[CH:18][C:17]=3[CH3:23])[CH2:12][CH2:11]2)=[O:9])=[C:4]([S:24]([CH3:27])(=[O:26])=[O:25])[CH:3]=1.[CH:28]([C@@H:31]1[CH2:35][O:34][C:33](=[O:36])[NH:32]1)([CH3:30])[CH3:29]>>[CH3:23][C:17]1[CH:18]=[C:19]([CH3:22])[CH:20]=[CH:21][C:16]=1[N:13]1[CH2:14][CH2:15][N:10]([C:8]([C:5]2[CH:6]=[CH:7][C:2]([N:32]3[C@H:31]([CH:28]([CH3:30])[CH3:29])[CH2:35][O:34][C:33]3=[O:36])=[CH:3][C:4]=2[S:24]([CH3:27])(=[O:26])=[O:25])=[O:9])[CH2:11][CH2:12]1. Procedure: By reaction and treatment in the same manner as in Example 1 and using (4-bromo-2-methanesulfonylphenyl)[4-(2,4-dimethylphenyl)piperazin-1-yl]methanone (903 mg) described in Preparation Example 9 and (R)-4-isopropyloxazolidin-2-one (258 mg), the title compound (487 mg) was obtained. Starting materials: COC(C)(C)C, COCCl, CCN(C(C)C)C(C)C, ClCCl, Oc1ccccc1C(F)(F)F. Product: COCOc1ccccc1C(F)(F)F. Reaction SMILES: [C:28]([O:29][CH3:30])([CH3:31])([CH3:32])[CH3:33].[CH3:21][O:22][CH2:23][Cl:24].[CH:12]([N:13]([CH2:14][CH3:15])[CH:16]([CH3:17])[CH3:18])([CH3:19])[CH3:20].[Cl:25][CH2:26][Cl:27].[F:1][C:2]([c:3]1[c:4]([OH:9])[cH:5][cH:6][cH:7][cH:8]1)([F:10])[F:11]>>[F:1][C:2]([c:3]1[c:4]([O:9][CH2:23][O:22][CH3:21])[cH:5][cH:6][cH:7][cH:8]1)([F:10])[F:11].